From a dataset of the Open Reaction Database (ORD), a public repository of structured organic reaction records. describe an organic reaction: reactants, conditions, products, and yield Starting materials: C[Si](CCCCOC1=CC=C(C=C1)C1=NC=C(C=N1)O)(CCC(C(C(C(C(C(F)(F)F)(F)F)(F)F)(F)F)(F)F)(F)F)C (2-(4-{4-[Dimethyl-(3,3,4,4,5,5,6,6,7,7,8,8,8-tridecafluoro-octyl)-silanyl]-butoxy}-phenyl)-pyrimidin-5-ol), C(C(C)C)C1C(OC(C1)=O)COS(=O)(=O)C1=CC=C(C=C1)C (toluene-4-sulfonic acid 3-isobutyl-5-oxo-tetrahydro-furan-2-ylmethyl ester), C([O-])([O-])=O.[Cs+].[Cs+] (cesium carbonate). Run in CN(C)C=O (DMF). Run at time 24 hour. Yields the product C[Si](CCCCOC1=CC=C(C=C1)C1=NC=C(C=N1)OCC1C(CC(O1)=O)CC(C)C)(CCC(C(C(C(C(C(F)(F)F)(F)F)(F)F)(F)F)(F)F)(F)F)C (5-[2-(4-{4-[Dimethyl-(3,3,4,4,5,5,6,6,7,7,8,8,8-tridecafluoro-octyl)-silanyl]-butoxy}-phenyl)-pyrimidin-5-yloxymethyl]-4-isobutyldihydrofuran-2-one). As a reaction SMILES: [CH3:1][Si:2]([CH3:42])([CH2:21][CH2:22][C:23]([F:41])([F:40])[C:24]([F:39])([F:38])[C:25]([F:37])([F:36])[C:26]([F:35])([F:34])[C:27]([F:33])([F:32])[C:28]([F:31])([F:30])[F:29])[CH2:3][CH2:4][CH2:5][CH2:6][O:7][C:8]1[CH:13]=[CH:12][C:11]([C:14]2[N:19]=[CH:18][C:17]([OH:20])=[CH:16][N:15]=2)=[CH:10][CH:9]=1.[CH2:43]([CH:47]1[CH2:51][C:50](=[O:52])[O:49][CH:48]1[CH2:53]OS(C1C=CC(C)=CC=1)(=O)=O)[CH:44]([CH3:46])[CH3:45].C(=O)([O-])[O-].[Cs+].[Cs+]>CN(C=O)C>[CH3:42][Si:2]([CH3:1])([CH2:21][CH2:22][C:23]([F:41])([F:40])[C:24]([F:38])([F:39])[C:25]([F:36])([F:37])[C:26]([F:34])([F:35])[C:27]([F:32])([F:33])[C:28]([F:29])([F:30])[F:31])[CH2:3][CH2:4][CH2:5][CH2:6][O:7][C:8]1[CH:13]=[CH:12][C:11]([C:14]2[N:15]=[CH:16][C:17]([O:20][CH2:53][CH:48]3[O:49][C:50](=[O:52])[CH2:51][CH:47]3[CH2:43][CH:44]([CH3:46])[CH3:45])=[CH:18][N:19]=2)=[CH:10][CH:9]=1 |f:2.3.4|. Procedure details: A suspension of compound 47 (0.162 g, 0.250 mmol), toluene-4-sulfonic acid 3-isobutyl-5-oxo-tetrahydro-furan-2-ylmethyl ester (0.0815 g, 0.250 mmol) and cesium carbonate (0.098 g, 0.300 mmol) in DMF 5.0 ml) was stirred at room temperature for 24 h. The reaction mixture was washed with water and the organic layer extracted into ethyl acetate/hexane (3×20 ml, 1:1). The combine extracts were washed with brine, dried (MgSO4) and the solvent removed in vacuo. The residues were purified by column chro... The yield is 63.1%. Reagents/catalysts: [Pd] (Palladium on Carbon). Run in CO (Methanol). RXN SMILES: [CH3:1][C:2]1[CH:3]=[CH:4][C:5]2[O:9][C:8](=[O:10])[NH:7][C:6]=2[CH:11]=1.[N+:12]([O-])(O)=O>[Pd].CO>[NH2:12][C:3]1[C:2]([CH3:1])=[CH:11][C:6]2[NH:7][C:8](=[O:10])[O:9][C:5]=2[CH:4]=1. Procedure: 5-Methyl-3H-benzoxazol-2-one (1.10 g, 7.38 mmol) added to stirring Nitric acid (6.00 mL, 143 mmol). After stirring 1 h, the mixture was heated at 50° C. for 4 h, cooled and then poured into 100 mL ice and allowed to stand overnight to melt. The yellow solids were collected by filtration, washing with water. The crude nitro product was hydrogenated (25 psi) over 10% Palladium on Carbon (50% Wet) (0.240 g, 0.113 mmol) in Methanol (30.0 mL) for 3 h. The mixture was filtered through Celite and rinse... Starting materials: CC=1C=CC2=C(NC(O2)=O)C1 (5-Methyl-3H-benzoxazol-2-one), [N+](=O)(O)[O-] (Nitric acid), ice. Reaction conditions: temperature 50 celsius, time 1 hour. The product is NC1=CC2=C(NC(O2)=O)C=C1C (6-Amino-5-methyl-3H-benzoxazol-2-one). As a reaction SMILES: [CH3:1][O:2][c:3]1[cH:4][c:5]2[c:6]3[c:7]([nH:8][c:9]2[cH:10][c:11]1[O:12][CH3:13])[n:14][cH:15][n:16][c:17]3[N:18]1[CH2:19][CH2:20][NH:21][CH2:22][CH2:23]1.[CH3:44][OH:45].[Cl-:30].[Cl:46][CH2:47][Cl:48].[O:31]1[CH2:32][O:33][c:34]2[c:35]1[cH:36][cH:37][c:38]([CH2:40][NH:41][CH:42]=[S:43])[cH:39]2.[cH:24]1[cH:25][cH:26][n:27][cH:28][cH:29]1>>[CH3:1][O:2][c:3]1[cH:4][c:5]2[c:6]3[c:7]([nH:8][c:9]2[cH:10][c:11]1[O:12][CH3:13])[n:14][cH:15][n:16][c:17]3[N:18]1[CH2:19][CH2:20][N:21]([C:42]([NH:41][CH2:40][c:38]2[cH:37][cH:36][c:35]3[c:34]([cH:39]2)[O:33][CH2:32][O:31]3)=[S:43])[CH2:22][CH2:23]1. Reactants: COc1cc2[nH]c3ncnc(N4CCNCC4)c3c2cc1OC, CO, [Cl-], ClCCl, S=CNCc1ccc2c(c1)OCO2, c1ccncc1. Yields the product COc1cc2[nH]c3ncnc(N4CCN(C(=S)NCc5ccc6c(c5)OCO6)CC4)c3c2cc1OC. The reactants are C1(CCC1)NS(=O)(=O)C1=C(C=CC(=C1)OC1=C(C=C(C=C1Cl)[N+](=O)[O-])Cl)OC (N-Cyclobutyl-5-(2,6-dichloro-4-nitro-phenoxy)-2-methoxy-benzenesulfonamide), B(Br)(Br)Br (boron tribromide). Run in C(Cl)Cl (methylene chloride). Run at time 2 hour. Yields the product C1(CCC1)NS(=O)(=O)C1=C(C=CC(=C1)OC1=C(C=C(C=C1Cl)[N+](=O)[O-])Cl)O (N-Cyclobutyl-5-(2,6-dichloro-4-nitro-phenoxy)-2-hydroxy-benzenesulfonamide). Yield: 93.0%. As a reaction SMILES: [CH:1]1([NH:5][S:6]([C:9]2[CH:14]=[C:13]([O:15][C:16]3[C:21]([Cl:22])=[CH:20][C:19]([N+:23]([O-:25])=[O:24])=[CH:18][C:17]=3[Cl:26])[CH:12]=[CH:11][C:10]=2[O:27]C)(=[O:8])=[O:7])[CH2:4][CH2:3][CH2:2]1.B(Br)(Br)Br>C(Cl)Cl>[CH:1]1([NH:5][S:6]([C:9]2[CH:14]=[C:13]([O:15][C:16]3[C:17]([Cl:26])=[CH:18][C:19]([N+:23]([O-:25])=[O:24])=[CH:20][C:21]=3[Cl:22])[CH:12]=[CH:11][C:10]=2[OH:27])(=[O:7])=[O:8])[CH2:2][CH2:3][CH2:4]1. Procedure details: To a solution of N-Cyclobutyl-5-(2,6-dichloro-4-nitro-phenoxy)-2-methoxy-benzenesulfonamide (451 mg, 1.0 mmol) in methylene chloride (9 mL) at 0° C. was added boron tribromide (1M in methylene chloride, 2.0 mL, 2.0 mmol), and the mixture was stirred at room temperature for 2 hours. The reaction was quenched with water (25 mL) and stirred at room temperature for 1 hour, then extracted with ethyl acetate (3 times 40 mL). The combined organic extracts were washed with brine (15 mL), dried over Na2S... The reactants are ClCCCCN1C(NC(C(=C1)C)=O)=O (1-(4-Chlorobutyl)-5-methyl-1H-pyrimidine-2,4-dione), ClC1=C(CN2CCNCC2)C=CC(=C1)Cl (1-(2,4-dichlorobenzyl)piperazine), [Br-].[Na+] (sodium bromide), C(C)(C)N(CC)C(C)C (diisopropylethylamine). The solvent is CN1C(CCC1)=O (N-methylpyrrolidinone). Yields the product ClC1=C(CN2CCN(CC2)CCCCN2C(NC(C(=C2)C)=O)=O)C=CC(=C1)Cl (1-{4-[4-(2,4-Dichlorobenzyl)piperazin-1-yl]butyl}-5-methyl-1H-pyrimidine-2,4-dione). The yield is 33.4%. As a reaction SMILES: Cl[CH2:2][CH2:3][CH2:4][CH2:5][N:6]1[CH:11]=[C:10]([CH3:12])[C:9](=[O:13])[NH:8][C:7]1=[O:14].[Cl:15][C:16]1[CH:28]=[C:27]([Cl:29])[CH:26]=[CH:25][C:17]=1[CH2:18][N:19]1[CH2:24][CH2:23][NH:22][CH2:21][CH2:20]1.[Br-].[Na+].C(N(C(C)C)CC)(C)C>CN1CCCC1=O>[Cl:15][C:16]1[CH:28]=[C:27]([Cl:29])[CH:26]=[CH:25][C:17]=1[CH2:18][N:19]1[CH2:20][CH2:21][N:22]([CH2:2][CH2:3][CH2:4][CH2:5][N:6]2[CH:11]=[C:10]([CH3:12])[C:9](=[O:13])[NH:8][C:7]2=[O:14])[CH2:23][CH2:24]1 |f:2.3|. Procedure: 1-(4-Chlorobutyl)-5-methyl-1H-pyrimidine-2,4-dione (0.69 mmol, 0.15 g), 1-(2,4-dichlorobenzyl)piperazine (0.62 mmol, 0.15 g), sodium bromide (3.46 mmol, 0.36 g) and diisopropylethylamine (6.92 mmol, 0.89 g) were heated in N-methylpyrrolidinone (0.6 ml) at 120° C. for 5 hours. The reaction mixture was then allowed to cool, the suspension was filtered with suction, and the filtrate was concentrated. The residue was then then taken up in ethyl acetate and washed with saturated brine. The organic la... The yield is 84.7%. The product is FC(C1=CC=C(C(=O)N2C(C=CC3=CC=CC=C23)C#N)C=C1)(F)F (1-(4-Trifluoromethylbenzoyl)-1,2-dihydro-quinoline-2-carbonitrile). Reagents/catalysts: [Cl-].[Al+3].[Cl-].[Cl-] (aluminum chloride). Procedure: The title compound was prepared by the procedure described in step 1 of Example 1 using 13.0 g of quinoline, 32.0 g of 4-trifluoromethylbenzoyl chloride, 0.5 g of aluminum chloride, 14.8 g of trimethyl silyl cyanide, and 500 mL of methylene chloride. Crystallization from diethyl ether/hexane afforded the title compound (28.0 g) as a white solid, m. p. 149-151° C. This product was used for the preparation of the title compound described in step 2, and for preparation of the title compound describ... The solvent is C(Cl)Cl (methylene chloride). The reactants are N1=CC=CC2=CC=CC=C12 (quinoline), FC(C1=CC=C(C(=O)Cl)C=C1)(F)F (4-trifluoromethylbenzoyl chloride), C[Si](C)(C)C#N (trimethyl silyl cyanide). RXN SMILES: [N:1]1[C:10]2[C:5](=[CH:6][CH:7]=[CH:8][CH:9]=2)[CH:4]=[CH:3][CH:2]=1.[F:11][C:12]([F:23])([F:22])[C:13]1[CH:21]=[CH:20][C:16]([C:17](Cl)=[O:18])=[CH:15][CH:14]=1.C[Si]([C:28]#[N:29])(C)C>[Cl-].[Al+3].[Cl-].[Cl-].C(Cl)Cl>[F:11][C:12]([F:23])([F:22])[C:13]1[CH:21]=[CH:20][C:16]([C:17]([N:1]2[C:10]3[C:5](=[CH:6][CH:7]=[CH:8][CH:9]=3)[CH:4]=[CH:3][CH:2]2[C:28]#[N:29])=[O:18])=[CH:15][CH:14]=1 |f:3.4.5.6|. RXN SMILES: [Br:1][CH2:2][CH2:3][CH:4]=[C:5]([CH3:6])[CH3:7].[CH3:22][N:23]([CH3:24])[CH:25]=[O:26].[CH3:27][CH2:28][O:29][CH2:30][CH3:31].[K+:8].[K+:9].[N+:14](=[O:15])([O-:16])[c:17]1[nH:18][cH:19][cH:20][n:21]1.[O-:10][C:11]([O-:12])=[O:13]>>[CH2:2]([CH2:3][CH:4]=[C:5]([CH3:6])[CH3:7])[n:18]1[c:17]([N+:14](=[O:15])[O-:16])[n:21][cH:20][cH:19]1. The reactants are CC(C)=CCCBr, CN(C)C=O, CCOCC, [K+], [K+], O=[N+]([O-])c1ncc[nH]1, O=C([O-])[O-]. Yields the product CC(C)=CCCn1ccnc1[N+](=O)[O-].